Dataset: the Open Reaction Database (ORD), a public repository of structured organic reaction records. Task: describe an organic reaction: reactants, conditions, products, and yield Starting materials: FC=1C=NC=C(C(=NO)Cl)C1 (5-Fluoro-N-hydroxynicotinimidoyl chloride), C(#C)C=1C=C(C(=C(C1)F)F)F (5-ethynyl-1,2,3-trifluorobenzene), N (NH3). The product is FC=1C=C(C=NC1)C1=NOC(=C1)C1=CC(=C(C(=C1)F)F)F (3-(5-Fluoropyridin-3-yl)-5-(3,4,5-trifluorophenyl)isoxazole). As a reaction SMILES: [F:1][C:2]1[CH:3]=[N:4][CH:5]=[C:6]([CH:11]=1)[C:7](Cl)=[N:8][OH:9].[C:12]([C:14]1[CH:15]=[C:16]([F:22])[C:17]([F:21])=[C:18]([F:20])[CH:19]=1)#[CH:13].N>>[F:1][C:2]1[CH:11]=[C:6]([C:7]2[CH:13]=[C:12]([C:14]3[CH:15]=[C:16]([F:22])[C:17]([F:21])=[C:18]([F:20])[CH:19]=3)[O:9][N:8]=2)[CH:5]=[N:4][CH:3]=1. Reported procedure: The titled compound was prepared according to Method CB using the product of Example 28B (88 mg, 0.5 mmol) and 5-ethynyl-1,2,3-trifluorobenzene (Apollo, 78 mg, 0.5 mmol). 1H NMR (300 MHz, MeOH-d4) δ 7.49 (s, 1H), 7.76 (dd, J=8.3, 6.6 Hz, 2H), 0.16 (ddd, J=9.2, 2.7, 1.7 Hz, 1H), 8.62 (d, J=2.7 Hz, 1H), 8.95 (t, J=1.5 Hz, 1H) ppm; MS (DCI/NH3) m/z 295 (M+H)+.